From a dataset of the Open Reaction Database (ORD), a public repository of structured organic reaction records. describe an organic reaction: reactants, conditions, products, and yield Reactants: BrBr (Bromine), FC(O)(C=1SC(=C(C1F)F)F)C(C(C(C(C(C(F)(F)F)(F)F)(F)F)(F)F)(F)F)(F)F (Perfluorohexyl-thien-2-yl-methanol), C(=O)(O)[O-].[Na+] (NaHCO3). Run in C(Cl)Cl (CH2Cl2). Run at time 8 hour. The product is FC(O)(C=1SC(=C(C1F)F)Br)C(C(C(C(C(C(F)(F)F)(F)F)(F)F)(F)F)(F)F)(F)F (Perfluorohexyl-(5-bromothien-2-yl)-methanol). Reaction SMILES: [Br:1]Br.[F:3][C:4]([C:14]([F:32])([F:31])[C:15]([F:30])([F:29])[C:16]([F:28])([F:27])[C:17]([F:26])([F:25])[C:18]([F:24])([F:23])[C:19]([F:22])([F:21])[F:20])([C:6]1[S:7][C:8](F)=[C:9]([F:12])[C:10]=1[F:11])[OH:5].C([O-])(O)=O.[Na+]>C(Cl)Cl>[F:3][C:4]([C:14]([F:32])([F:31])[C:15]([F:30])([F:29])[C:16]([F:28])([F:27])[C:17]([F:26])([F:25])[C:18]([F:24])([F:23])[C:19]([F:22])([F:21])[F:20])([C:6]1[S:7][C:8]([Br:1])=[C:9]([F:12])[C:10]=1[F:11])[OH:5] |f:2.3|. Procedure details: Bromine (0.698 g) was added to a solution of 1 (1.80 g, 4.16 mmol) in CH2Cl2 (15 mL). After stirring overnight at room temperature, the mixture was neutralized with saturated aqueous NaHCO3 solution and extracted with CH2Cl2 (3×20 mL). The organic layers were combined, dried over MgSO4, and concentrated in vacuo (1.90 g, 89%). Reactants: CN(C)C=O, CC(C)I, CCOC(=O)c1cccc(N)c1N. The product is CCOC(=O)c1cccc(NC(C)C)c1N. RXN SMILES: [CH3:18][N:19]([CH3:20])[CH:21]=[O:22].[I:1][CH:2]([CH3:3])[CH3:4].[NH2:5][c:6]1[c:7]([C:8](=[O:9])[O:10][CH2:11][CH3:12])[cH:13][cH:14][cH:15][c:16]1[NH2:17]>>[CH:2]([CH3:3])([CH3:4])[NH:17][c:16]1[c:6]([NH2:5])[c:7]([C:8](=[O:9])[O:10][CH2:11][CH3:12])[cH:13][cH:14][cH:15]1. Run in O1CCCC1 (tetrahydrofuran). Procedure: To a stirred, refluxing solution of N,N-dimethyl-4-oxo-5,6-dihydro-4H-thieno[2,3-b]thiopyran-6-carboxamide (7.57 g, 0.0314 mol) under nitrogen in tetrahydrofuran (150 ml) was added dropwise over 10 minutes borane-dimethylsulfide complex (9.4 ml, 0.094 mol). Stirring at reflux was continued for 3 hours and 6N HCl (25 ml) was added dropwise and reflux was continued for 1/2 hour. Most of the tetrahydrofuran was removed in vacuo and the residue was diluted with 6N HCl (50 ml) and was heated for 1/2 ... As a reaction SMILES: [CH3:1][N:2]([CH3:15])[C:3]([CH:5]1[S:10][C:9]2[S:11][CH:12]=[CH:13][C:8]=2[C:7](=O)[CH2:6]1)=O.Cl>O1CCCC1>[CH3:15][N:2]([CH2:3][CH:5]1[S:10][C:9]2[S:11][CH:12]=[CH:13][C:8]=2[CH2:7][CH2:6]1)[CH3:1]. Product: CN(C)CC1CCC2=C(S1)SC=C2 (5,6-dihydro-6-dimethylaminomethyl-4H-thieno[ 2,3-b]thiopyran). Starting materials: CN(C(=O)C1CC(C2=C(S1)SC=C2)=O)C (N,N-dimethyl-4-oxo-5,6-dihydro-4H-thieno[2,3-b]thiopyran-6-carboxamide), Cl (HCl). Run at time 3 hour. The yield is 85.1%. The reactants are FC(C=1C=C2C=C(N(C2=CC1)CC1=CC(=CC=C1)F)C(=O)N)(F)F (5-trifluoromethyl-1-[(3-fluorophenyl)methyl]-1H-indole-2-carboxamide), [C@@H]1([C@@H](CCCC1)N)N (trans-1,2-cyclohexanediamine), NC1=NC=CC(=C1)Br (2-amino-4-bromopyridine), C([O-])([O-])=O.[K+].[K+] (potassium carbonate). The reagents and catalysts are [Cu](I)I (copper iodide). The solvent is O1CCOCC1 (dioxane), O (water). Reaction conditions: temperature 170 celsius. Yields the product NC1=NC=CC(=C1)NC(=O)C=1N(C2=CC=C(C=C2C1)C(F)(F)F)CC1=CC(=CC=C1)F (N-[2-Aminopyrid-4-yl]-5-trifluoromethyl-1-[(3-fluorophenyl)methyl]-1H-indole-2-carboxamide). Isolated yield 73.6%. As a reaction SMILES: [F:1][C:2]([F:24])([F:23])[C:3]1[CH:4]=[C:5]2[C:9](=[CH:10][CH:11]=1)[N:8]([CH2:12][C:13]1[CH:18]=[CH:17][CH:16]=[C:15]([F:19])[CH:14]=1)[C:7]([C:20]([NH2:22])=[O:21])=[CH:6]2.[NH2:25][C:26]1[CH:31]=[C:30](Br)[CH:29]=[CH:28][N:27]=1.C(=O)([O-])[O-].[K+].[K+].[C@@H]1(N)CCCC[C@H]1N>[Cu](I)I.O.O1CCOCC1>[NH2:25][C:26]1[CH:31]=[C:30]([NH:22][C:20]([C:7]2[N:8]([CH2:12][C:13]3[CH:18]=[CH:17][CH:16]=[C:15]([F:19])[CH:14]=3)[C:9]3[C:5]([CH:6]=2)=[CH:4][C:3]([C:2]([F:1])([F:23])[F:24])=[CH:11][CH:10]=3)=[O:21])[CH:29]=[CH:28][N:27]=1 |f:2.3.4|. Procedure: 0.056 g (0.30 mmol) of copper iodide, 0.2 g (0.59 mmol) of 5-trifluoromethyl-1-[(3-fluorophenyl)methyl]-1H-indole-2-carboxamide, prepared according to the protocol described in step 17.1, 0.12 g (0.71 mmol) of 2-amino-4-bromopyridine, 0.33 g (2.38 mmol) of potassium carbonate and 4 mL of anhydrous dioxane are placed in a 10 mL pressure tube specific for microwave reactors. The suspension is degassed for a few minutes and 0.04 mL (0.3 mmol) of trans-1,2-cyclohexanediamine is then added. The tube ... Starting materials: BrC1=CC(=C(C=C1)N1CCCC2=CC=CC=C12)[N+](=O)[O-] (1-(4-Bromo-2-nitrophenyl)-1,2,3,4-tetrahydroquinoline), C(C)O (ethanol). Reagents/catalysts: [Pt] (platinum-on-charcoal). Solvent: C1=CC=CC=C1 (benzene). Reaction conditions: time 6.5 hour. Product: BrC1=CC(=C(C=C1)N1CCCC2=CC=CC=C12)N (1-(4-Bromo-2-aminophenyl)-1,2,3,4-tetrahydroquinoline). Yield: 99.9%. Reaction SMILES: [Br:1][C:2]1[CH:7]=[CH:6][C:5]([N:8]2[C:17]3[C:12](=[CH:13][CH:14]=[CH:15][CH:16]=3)[CH2:11][CH2:10][CH2:9]2)=[C:4]([N+:18]([O-])=O)[CH:3]=1.C(O)C>C1C=CC=CC=1.[Pt]>[Br:1][C:2]1[CH:7]=[CH:6][C:5]([N:8]2[C:17]3[C:12](=[CH:13][CH:14]=[CH:15][CH:16]=3)[CH2:11][CH2:10][CH2:9]2)=[C:4]([NH2:18])[CH:3]=1. Procedure: 1-(4-Bromo-2-nitrophenyl)-1,2,3,4-tetrahydroquinoline (11.6 g, 0.035 mole) was dissolved in benzene (125 ml), and ethanol added (75 ml), followed by 1% platinum-on-charcoal (0.40 g). The mixture was shaken under an initial pressure of 56 psi for 6.5 hours. The mixture was filtered and the filtrate was evaporated at 50° C. under vacuum to provide 10.6 g (100%) of product, as a gum. Starting materials: C(#N)[BH3-].[Na+] (sodium cyanoborohydride), NC=1C=NC=CC1 (3-aminopyridine), C(CCC)=O (butyraldehyde), C(C)(=O)O (acetic acid). Run in CO (CH3OH). Conditions: time 1 hour. Product: C(CCC)NC=1C=NC=CC1 (N-butyl-N-(3-pyridyl)-amine). Reaction SMILES: [NH2:1][C:2]1[CH:3]=[N:4][CH:5]=[CH:6][CH:7]=1.[CH:8](=O)[CH2:9][CH2:10][CH3:11].C(O)(=O)C.C([BH3-])#N.[Na+]>CO>[CH2:8]([NH:1][C:2]1[CH:3]=[N:4][CH:5]=[CH:6][CH:7]=1)[CH2:9][CH2:10][CH3:11] |f:3.4|. Reported procedure: To a solution of 941 mg (10 mmol) of 3-aminopyridine and 0.9 mL of butyraldehyde in 30 mL of CH3OH was added 10 mL of glacial acetic acid. The mixture was stirred at room temperature for 1 hour, then the reaction was cooled with an ice bath, and 650 mg (10.3 mmol) of sodium cyanoborohydride was added.